Dataset: the Open Reaction Database (ORD), a public repository of structured organic reaction records. Task: describe an organic reaction: reactants, conditions, products, and yield Yields the product CCOC(=O)CN(CCNC(=O)OC(C)(C)C)C(=O)Cn1cc(C)c(=O)[nH]c1=O. The reactants are Cc1cn(CC(=O)O)c(=O)[nH]c1=O, CCOC(=O)CNCCNC(=O)OC(C)(C)C, ClCCl, C(=NC1CCCCC1)=NC1CCCCC1, CN(C)C=O. RXN SMILES: [C:18](=[O:19])([OH:20])[CH2:21][n:22]1[c:23](=[O:24])[nH:25][c:26](=[O:27])[c:28]([CH3:29])[cH:30]1.[CH2:1]([CH3:2])[O:3][C:4]([CH2:5][NH:6][CH2:7][CH2:8][NH:9][C:10](=[O:11])[O:12][C:13]([CH3:14])([CH3:15])[CH3:16])=[O:17].[CH2:31]([Cl:32])[Cl:33].[CH:34]1([N:35]=[C:36]=[N:37][CH:38]2[CH2:39][CH2:40][CH2:41][CH2:42][CH2:43]2)[CH2:44][CH2:45][CH2:46][CH2:47][CH2:48]1.[O:49]=[CH:50][N:51]([CH3:52])[CH3:53]>>[CH2:1]([CH3:2])[O:3][C:4]([CH2:5][N:6]([CH2:7][CH2:8][NH:9][C:10](=[O:11])[O:12][C:13]([CH3:14])([CH3:15])[CH3:16])[C:18](=[O:19])[CH2:21][n:22]1[c:23](=[O:24])[nH:25][c:26](=[O:27])[c:28]([CH3:29])[cH:30]1)=[O:17]. Reactants: Cc1cccc(COc2ccc(Nc3ncnc4sc5c(c34)CCc3nn(CCOS(C)(=O)=O)cc3-5)cc2Cl)n1, CN1CCNCC1, CC#N, CCN(C(C)C)C(C)C. Yields the product Cc1cccc(COc2ccc(Nc3ncnc4sc5c(c34)CCc3nn(CCN4CCN(C)CC4)cc3-5)cc2Cl)n1. Reaction SMILES: [CH3:1][S:2]([O:3][CH2:6][CH2:7][n:8]1[n:9][c:10]2[c:15]([cH:16]1)-[c:14]1[c:13]([c:19]3[c:18]([s:17]1)[n:23][cH:22][n:21][c:20]3[NH:24][c:25]1[cH:26][c:27]([Cl:40])[c:28]([O:31][CH2:32][c:33]3[n:34][c:35]([CH3:39])[cH:36][cH:37][cH:38]3)[cH:29][cH:30]1)[CH2:12][CH2:11]2)(=[O:4])=[O:5].[CH3:41][N:42]1[CH2:43][CH2:44][NH:45][CH2:46][CH2:47]1.[CH3:57][C:58]#[N:59].[CH:48]([N:49]([CH:50]([CH3:51])[CH3:52])[CH2:53][CH3:54])([CH3:55])[CH3:56]>>[CH2:6]([CH2:7][n:8]1[n:9][c:10]2[c:15]([cH:16]1)-[c:14]1[c:13]([c:19]3[c:18]([s:17]1)[n:23][cH:22][n:21][c:20]3[NH:24][c:25]1[cH:26][c:27]([Cl:40])[c:28]([O:31][CH2:32][c:33]3[n:34][c:35]([CH3:39])[cH:36][cH:37][cH:38]3)[cH:29][cH:30]1)[CH2:12][CH2:11]2)[N:45]1[CH2:44][CH2:43][N:42]([CH3:41])[CH2:47][CH2:46]1.